This data is from the Open Reaction Database (ORD), a public repository of structured organic reaction records. The task is: describe an organic reaction: reactants, conditions, products, and yield Starting materials: CC(=CCCC(=C)C=C)C (Myrcene), C(C)(=O)OC\C=C(\C)/CCC=C(C)C (neryl acetate), Chloro di-hydrogeranyl acetate, [OH-].[Ca+2].[OH-] (Calcium hydroxide), acetates, Myrcene dihydrochloride, ClC(C(=C(C)C)Cl)CCCCC (Dichloro di-methyloctene), C(C)(=O)[O-].[Na+] (Sodium Acetate). The solvent is C(C)N(CC)CC (Triethylamine), C1=CC=CC=C1 (Benzene). Product: OC\C(\C)=C/CCC(C)CCO (Hydroxycitronellol). RXN SMILES: CC(C)=CCCC(C=C)=C.ClC(CCCCC)C(Cl)=C(C)C.C([O:26][CH2:27]/[CH:28]=[C:29](\[CH2:31][CH2:32][CH:33]=[C:34]([CH3:36])[CH3:35])/[CH3:30])(=O)C.C([O-])(=[O:39])C.[Na+].[OH-].[Ca+2].[OH-]>C1C=CC=CC=1.C(N(CC)CC)C>[OH:39][CH2:36]/[C:34](=[CH:33]\[CH2:32][CH2:31][CH:29]([CH2:28][CH2:27][OH:26])[CH3:30])/[CH3:35] |f:3.4,5.6.7|. Procedure: Prod.: (many methods) e.g. from Myrcene, via Myrcene dihydrochloride to Dichloro di-methyloctene. This is converted to Chloro di-hydrogeranyl acetate (and-neryl acetate) with Sodium Acetate in Benzene in presence of Triethylamine. The acetates are saponified with Calcium hydroxide to yield Hydroxycitronellol, from which the aldehyde is prepared by oxidation. The reactants are N (ammonia), C(C1CO1)OCCC[Si](C)(C)C(C)(C)C (3-t-butyldimethylsilylpropyl glycidyl ether). Run at time 3 day. The product is [Si](C)(C)(C(C)(C)C)CCCOCC(CN)O (3-(t-butyldimethylsilylpropyloxy)-2-hydroxypropylamine), oil. Isolated yield 98.0%. RXN SMILES: [NH3:1].[CH2:2]([O:6][CH2:7][CH2:8][CH2:9][Si:10]([C:13]([CH3:16])([CH3:15])[CH3:14])([CH3:12])[CH3:11])[CH:3]1[O:5][CH2:4]1>>[Si:10]([CH2:9][CH2:8][CH2:7][O:6][CH2:2][CH:3]([OH:5])[CH2:4][NH2:1])([C:13]([CH3:16])([CH3:15])[CH3:14])([CH3:12])[CH3:11]. Procedure details: Methanolic ammonia (7 mol of ammonia in methanol, 100 mL, 0.7 mol,) was charged to a 500 mL, one-neck, round-bottom flask placed in an ice bath. To the above solution 3-t-butyldimethylsilylpropyl glycidyl ether (23.04 g, 0.1 mol) was added dropwise at 0° C. The mixture was allowed to warm up to room temperature and stirred for three days. The reaction solution was then warmed up to 40-50° C. to remove excess ammonia. Methanol was stripped off under reduced pressure. Crude 3-(t-butyldimethylsilyl...